Dataset: the Open Reaction Database (ORD), a public repository of structured organic reaction records. Task: describe an organic reaction: reactants, conditions, products, and yield Reactants: O=C1CCC(=O)N1Br, CCOC(C)=O, ClC(Cl)Cl, Clc1ccc(-c2cc3nccn3c(Cl)n2)c(Cl)c1, O. The product is Clc1ccc(-c2cc3ncc(Br)n3c(Cl)n2)c(Cl)c1. RXN SMILES: [Br:19][N:20]1[C:21](=[O:22])[CH2:23][CH2:24][C:25]1=[O:26].[CH3:31][CH2:32][O:33][C:34](=[O:35])[CH3:36].[CH:27]([Cl:28])([Cl:29])[Cl:30].[Cl:1][c:2]1[n:3][c:4](-[c:11]2[c:12]([Cl:18])[cH:13][c:14]([Cl:17])[cH:15][cH:16]2)[cH:5][c:6]2[n:7]1[cH:8][cH:9][n:10]2.[OH2:37]>>[Cl:1][c:2]1[n:3][c:4](-[c:11]2[c:12]([Cl:18])[cH:13][c:14]([Cl:17])[cH:15][cH:16]2)[cH:5][c:6]2[n:7]1[c:8]([Br:19])[cH:9][n:10]2. Reactants: C(Cl)(Cl)Cl (chloroform), C(C(=O)Cl)(=O)Cl (oxalyl chloride), CS(=O)C (dimethyl sulfoxide), C(Cl)(Cl)Cl (chloroform), OCCN1C(C=C(C2=CC=C(C=C12)Cl)Cl)=O (1-(2-hydroxyethyl)-4,7-dichloroquinolin-2(1H)-one). Run in C(C)N(CC)CC (triethylamine), O (water). Run at time 15 minute. The product is ClC1=CC(N(C2=CC(=CC=C12)Cl)CC=O)=O ((4,7-dichloro-2-oxoquinolin-1(2H)-yl)acetaldehyde). Reaction SMILES: C(Cl)(Cl)Cl.C(Cl)(=O)C(Cl)=O.CS(C)=O.[OH:15][CH2:16][CH2:17][N:18]1[C:27]2[C:22](=[CH:23][CH:24]=[C:25]([Cl:28])[CH:26]=2)[C:21]([Cl:29])=[CH:20][C:19]1=[O:30]>O.C(N(CC)CC)C>[Cl:29][C:21]1[C:22]2[C:27](=[CH:26][C:25]([Cl:28])=[CH:24][CH:23]=2)[N:18]([CH2:17][CH:16]=[O:15])[C:19](=[O:30])[CH:20]=1. Reported procedure: To 2 mL of a chloroform solution containing 54 mg of oxalyl chloride, 64 mg of dimethyl sulfoxide was added dropwise at −60° C., and the mixture was stirred for 15 minutes. Thereto was added dropwise 2 mL of a chloroform solution containing 85 mg of 1-(2-hydroxyethyl)-4,7-dichloroquinolin-2(1H)-one at the same temperature, and the reaction mixture was stirred for 15 minutes. Thereto was added 133 mg of triethylamine at the same temperature, then the mixture was stirred at room temperature for 45...